Dataset: the Open Reaction Database (ORD), a public repository of structured organic reaction records. Task: describe an organic reaction: reactants, conditions, products, and yield The reactants are resultant solution, N#CN (cyanamide), C1(=CC=CC=C1)N=C=S (phenyl isothiocyanate), BrCC(=O)C1=CC(=CC=C1)[N+](=O)[O-] (2-Bromo-3′-nitroacetophenone), [Na] (sodium), resultant mixture. Reported procedure: Following the procedure of Gewald et al., J. Prakt. Chem., vol. 35 (1967), pp. 97-104, sodium (188 mg, 8.20 mmol) was carefully dissolved in methanol (9 mL) at 0° C. and allowed to warm to ambient temperature. The resultant solution was added portionwise to a mixture of cyanamide (345 mg, 8.20 mmol) and phenyl isothiocyanate (0.98 mL, 8.2 mmol), whereupon heat evolved. 2-Bromo-3′-nitroacetophenone (2.00 g, 8.2 mmol) was added, and the resultant mixture stirred overnight at ambient temperature. T... Yields the product NC=1N=C(SC1C(=O)C1=CC(=CC=C1)[N+](=O)[O-])NC1=CC=CC=C1 ((4-Amino-2-phenylamino-thiazol-5-yl)-(3-nitrophenyl)-methanone). Run in O (water), CO (methanol). The yield is 77.8%. As a reaction SMILES: [Na].[N:2]#[C:3][NH2:4].[C:5]1([N:11]=[C:12]=[S:13])[CH:10]=[CH:9][CH:8]=[CH:7][CH:6]=1.Br[CH2:15][C:16]([C:18]1[CH:23]=[CH:22][CH:21]=[C:20]([N+:24]([O-:26])=[O:25])[CH:19]=1)=[O:17]>CO.O>[NH2:2][C:3]1[N:4]=[C:12]([NH:11][C:5]2[CH:10]=[CH:9][CH:8]=[CH:7][CH:6]=2)[S:13][C:15]=1[C:16]([C:18]1[CH:23]=[CH:22][CH:21]=[C:20]([N+:24]([O-:26])=[O:25])[CH:19]=1)=[O:17] |^1:0|.